From a dataset of the Open Reaction Database (ORD), a public repository of structured organic reaction records. describe an organic reaction: reactants, conditions, products, and yield The reactants are BrCCCCCCBr, [Li]CCCC, COc1ccccc1OC, CCCCCC, C1CCOC1. Product: COc1cccc(CCCCCCBr)c1OC. As a reaction SMILES: [Br:22][CH2:23][CH2:24][CH2:25][CH2:26][CH2:27][CH2:28][Br:29].[CH2:1]([Li:2])[CH2:3][CH2:4][CH3:5].[CH3:12][O:13][c:14]1[cH:15][cH:16][cH:17][cH:18][c:19]1[O:20][CH3:21].[CH3:6][CH2:7][CH2:8][CH2:9][CH2:10][CH3:11].[O:30]1[CH2:31][CH2:32][CH2:33][CH2:34]1>>[CH3:12][O:13][c:14]1[cH:15][cH:16][cH:17][c:18]([CH2:28][CH2:27][CH2:26][CH2:25][CH2:24][CH2:23][Br:22])[c:19]1[O:20][CH3:21].